Dataset: the Open Reaction Database (ORD), a public repository of structured organic reaction records. Task: describe an organic reaction: reactants, conditions, products, and yield Reactants: CO, Cc1cccc2c1nc(COc1ccc(Cl)cc1)n2CCC(C)C(=O)Cl, [NH4+], [OH-]. Product: Cc1cccc2c1nc(COc1ccc(Cl)cc1)n2CCC(C)C(N)=O. RXN SMILES: [CH3:29][OH:30].[Cl:3][C:4](=[O:5])[CH:6]([CH2:7][CH2:8][n:9]1[c:10]([CH2:19][O:20][c:21]2[cH:22][cH:23][c:24]([Cl:27])[cH:25][cH:26]2)[n:11][c:12]2[c:13]1[cH:14][cH:15][cH:16][c:17]2[CH3:18])[CH3:28].[NH4+:1].[OH-:2]>>[NH2:1][C:4](=[O:5])[CH:6]([CH2:7][CH2:8][n:9]1[c:10]([CH2:19][O:20][c:21]2[cH:22][cH:23][c:24]([Cl:27])[cH:25][cH:26]2)[n:11][c:12]2[c:13]1[cH:14][cH:15][cH:16][c:17]2[CH3:18])[CH3:28]. Reactants: CN(C)C=O, Cc1cc(OCCCl)nn1-c1ccc(Cl)c(Cl)c1, [I-], [K+], [K+], CCOC(=O)N1CCNCC1, [Na+], O=C([O-])[O-]. Product: CCOC(=O)N1CCN(CCOc2cc(C)n(-c3ccc(Cl)c(Cl)c3)n2)CC1. RXN SMILES: [CH3:38][N:39]([CH3:40])[CH:41]=[O:42].[Cl:1][CH2:2][CH2:3][O:4][c:5]1[n:6][n:7](-[c:11]2[cH:12][c:13]([Cl:18])[c:14]([Cl:17])[cH:15][cH:16]2)[c:8]([CH3:10])[cH:9]1.[I-:36].[K+:30].[K+:31].[N:19]1([C:25](=[O:26])[O:27][CH2:28][CH3:29])[CH2:20][CH2:21][NH:22][CH2:23][CH2:24]1.[Na+:37].[O-:32][C:33]([O-:34])=[O:35]>>[CH2:2]([CH2:3][O:4][c:5]1[n:6][n:7](-[c:11]2[cH:12][c:13]([Cl:18])[c:14]([Cl:17])[cH:15][cH:16]2)[c:8]([CH3:10])[cH:9]1)[N:22]1[CH2:21][CH2:20][N:19]([C:25](=[O:26])[O:27][CH2:28][CH3:29])[CH2:24][CH2:23]1. The reactants are CC(C)(C)OC(=O)N1CCc2ccc(Cl)c(CSc3ccc(-c4csc(NCC5CC5)n4)cn3)c2CC1, ClCCl, O=C(O)C(F)(F)F. Yields the product Clc1ccc2c(c1CSc1ccc(-c3csc(NCC4CC4)n3)cn1)CCNCC2. Reaction SMILES: [C:1]([O:2][C:3](=[O:4])[N:8]1[CH2:9][CH2:10][c:11]2[c:12]([c:15]([CH2:20][S:21][c:22]3[n:23][cH:24][c:25](-[c:28]4[n:29][c:30]([NH:33][CH2:34][CH:35]5[CH2:36][CH2:37]5)[s:31][cH:32]4)[cH:26][cH:27]3)[c:16]([Cl:19])[cH:17][cH:18]2)[CH2:13][CH2:14]1)([CH3:5])([CH3:6])[CH3:7].[Cl:45][CH2:46][Cl:47].[OH:38][C:39]([C:40]([F:41])([F:42])[F:43])=[O:44]>>[NH:8]1[CH2:9][CH2:10][c:11]2[c:12]([c:15]([CH2:20][S:21][c:22]3[n:23][cH:24][c:25](-[c:28]4[n:29][c:30]([NH:33][CH2:34][CH:35]5[CH2:36][CH2:37]5)[s:31][cH:32]4)[cH:26][cH:27]3)[c:16]([Cl:19])[cH:17][cH:18]2)[CH2:13][CH2:14]1. The reactants are CC(=O)O[BH-](OC(C)=O)OC(C)=O, C1COCCN1, ClCCl, [Na+], [Na+], [OH-], O=Cc1cccc(C#CCCO)c1. Product: OCCC#Cc1cccc(CN2CCOCC2)c1. RXN SMILES: [C:20]([O:21][BH-:22]([O:23][C:24](=[O:25])[CH3:26])[O:27][C:28](=[O:29])[CH3:30])(=[O:31])[CH3:32].[CH2:14]1[CH2:15][O:16][CH2:17][CH2:18][NH:19]1.[Cl:36][CH2:37][Cl:38].[Na+:33].[Na+:35].[OH-:34].[OH:1][CH2:2][CH2:3][C:4]#[C:5][c:6]1[cH:7][c:8]([CH:9]=[O:10])[cH:11][cH:12][cH:13]1>>[OH:1][CH2:2][CH2:3][C:4]#[C:5][c:6]1[cH:7][c:8]([CH2:9][N:19]2[CH2:14][CH2:15][O:16][CH2:17][CH2:18]2)[cH:11][cH:12][cH:13]1. Starting materials: Cl.Cl.N1C(CNCC1)C(=O)O (2-piperazinecarboxylic acid dihydrochloride), C(C)O (ethanol), S(O)(O)(=O)=O (sulphuric acid). Solvent: C1(=CC=CC=C1)C (Toluene). Product: C(C)OC(=O)C1NCCNC1 (2-piperazinecarboxylic acid ethyl ester). Yield: 26.0%. Reaction SMILES: Cl.Cl.[NH:3]1[CH2:8][CH2:7][NH:6][CH2:5][CH:4]1[C:9]([OH:11])=[O:10].[CH2:12](O)[CH3:13].S(=O)(=O)(O)O>C1(C)C=CC=CC=1>[CH2:12]([O:10][C:9]([CH:4]1[CH2:5][NH:6][CH2:7][CH2:8][NH:3]1)=[O:11])[CH3:13] |f:0.1.2|. Procedure: A mixture of 2-piperazinecarboxylic acid dihydrochloride (5.06 g, 0.025 mol), ethanol (100 ml) and concentrated sulphuric acid (6.0 ml) was heated at reflux temperature for 6 days. Toluene (10 ml) was added, and the resulting mixture was concentrated in vacuo to 2/3 of its original volume. Cold, saturated aqueous potassium carbonate (80 ml) was added and the mixture was extracted with toluene (3×100 ml). The combined organic extracts were washed with brine (30 ml), dried (MgSO4) and concentrated... The reactants are CN(C)C=O, CC(=O)O, CC(C)NC(C)C, COc1ccc(Cl)c(F)c1, [Li], C1CCOC1, O. The product is COc1ccc(Cl)c(F)c1C=O. RXN SMILES: [CH3:19][N:20]([CH:21]=[O:22])[CH3:23].[CH3:24][C:25](=[O:26])[OH:27].[CH:11]([NH:12][CH:13]([CH3:14])[CH3:15])([CH3:16])[CH3:17].[Cl:1][c:2]1[c:3]([F:10])[cH:4][c:5]([O:8][CH3:9])[cH:6][cH:7]1.[Li:18].[O:28]1[CH2:29][CH2:30][CH2:31][CH2:32]1.[OH2:33]>>[Cl:1][c:2]1[c:3]([F:10])[c:4]([CH:21]=[O:22])[c:5]([O:8][CH3:9])[cH:6][cH:7]1.